Dataset: the Open Reaction Database (ORD), a public repository of structured organic reaction records. Task: describe an organic reaction: reactants, conditions, products, and yield Starting materials: CI (Methyliodide), C(#N)SC=1C=C(N(C1)C)C(=O)OC (4-Cyanothio-2-methoxycarbonyl-1-methylpyrrole), C[O-].[Na+] (sodium methoxide). Solvent: CO (methanol). Run at time 30 minute. Yields the product COC(=O)C=1N(C=C(C1)SC)C (2-methoxycarbonyl-4-methylthio-1-methylpyrrole). Isolated yield 83.1%. Reaction SMILES: [C:1]([S:3][C:4]1[CH:5]=[C:6]([C:10]([O:12][CH3:13])=[O:11])[N:7]([CH3:9])[CH:8]=1)#N.CI.C[O-].[Na+]>CO>[CH3:13][O:12][C:10]([C:6]1[N:7]([CH3:9])[CH:8]=[C:4]([S:3][CH3:1])[CH:5]=1)=[O:11] |f:2.3|. Procedure: 4-Cyanothio-2-methoxycarbonyl-1-methylpyrrole (2.8 g, 14.3 mmol) is dissolved in 50 ml of methanol under nitrogen. Methyliodide (1.25 ml, 20 mmol) is added followed by 1.08 g (20 mmole) of sodium methoxide. After stirring for about 30 minutes at room temperature, the reaction mixture is concentrated to a paste and then diluted with 100 ml of ethylether. The resulting precipitate is filtered off and the filtrate concentrated to give an oil which is distilled at 100° to 104° at 0.25 mm-Hg to affor...